From a dataset of the Open Reaction Database (ORD), a public repository of structured organic reaction records. describe an organic reaction: reactants, conditions, products, and yield Reactants: ClC1=CC=C2C(C(=O)OC(N2)=O)=C1 (5-chloroisatoic anhydride). Reagents/catalysts: CN(C)C=1C=CN=CC1 (DMAP). Run in CO (methanol). Product: COC(C1=C(C=CC(=C1)Cl)N)=O (2-amino-5-chlorobenzoic acid methyl ester). Isolated yield 98.5%. RXN SMILES: [Cl:1][C:2]1[CH:13]=[C:6]2[C:7]([O:9][C:10](=O)[NH:11][C:5]2=[CH:4][CH:3]=1)=[O:8]>CO.CN(C1C=CN=CC=1)C>[CH3:10][O:9][C:7](=[O:8])[C:6]1[CH:13]=[C:2]([Cl:1])[CH:3]=[CH:4][C:5]=1[NH2:11]. Reported procedure: To a suspension of 5-chloroisatoic anhydride (10 g, 50.61 mmol) in methanol (200 ml) was added DMAP (615 mg, 5.03 mmol) and the reaction mixture was heated to reflux for 3 h. The reaction mixture was cooled to rt and concentrated in vacuo. The residue was dissolved in EtOAc and washed with 0.1M HCl solution (3×), brine, dried over MgSO4, filtered and concentrated in vacuo to give the desired product (9.25 g, 97%) as a white solid which did not require further purification. 1H NMR (DMSO-d6, 300 M... Starting materials: ClC=1C=C(C=CC1Cl)C1(CN(C(O1)=O)CC1=CC(=CC(=C1)C(F)(F)F)C(F)(F)F)CCOS(=O)(=O)C (5-(3,4-Dichlorophenyl)-5-[2-(methanesulfonyloxy)-ethyl]-3-[3,5-bis(trifluoromethyl)benzyl]oxazolidin-2-one), C(C1=CC=CC=C1)C12CCN(CC1)CC2 (4-benzylquinuclidine), O (water). Solvent: CN(C)C=O (DMF). Run at temperature 80 celsius. Product: O.[Cl-].C(C1=CC=CC=C1)C12CC[N+](CC1)(CC2)CCC2(CN(C(O2)=O)CC2=CC(=CC(=C2)C(F)(F)F)C(F)(F)F)C2=CC(=C(C=C2)Cl)Cl (5-[2-[4-Benzyl-1-azoniabicyclo[2.2.2]oct-1-yl]ethyl]-5-(3,4-dichlorophenyl)-3-[3,5-bis(trifluoromethyl)benzyl]oxazolidin-2-one chloride monohydrate). Yield: 151.2%. As a reaction SMILES: [Cl:1][C:2]1[CH:3]=[C:4]([C:9]2([CH2:30][CH2:31]OS(C)(=O)=O)[O:13][C:12](=[O:14])[N:11]([CH2:15][C:16]3[CH:21]=[C:20]([C:22]([F:25])([F:24])[F:23])[CH:19]=[C:18]([C:26]([F:29])([F:28])[F:27])[CH:17]=3)[CH2:10]2)[CH:5]=[CH:6][C:7]=1[Cl:8].[CH2:37]([C:44]12[CH2:51][CH2:50][N:47]([CH2:48][CH2:49]1)[CH2:46][CH2:45]2)[C:38]1[CH:43]=[CH:42][CH:41]=[CH:40][CH:39]=1.O>CN(C=O)C>[OH2:13].[Cl-:1].[CH2:37]([C:44]12[CH2:45][CH2:46][N+:47]([CH2:31][CH2:30][C:9]3([C:4]4[CH:5]=[CH:6][C:7]([Cl:8])=[C:2]([Cl:1])[CH:3]=4)[O:13][C:12](=[O:14])[N:11]([CH2:15][C:16]4[CH:17]=[C:18]([C:26]([F:27])([F:29])[F:28])[CH:19]=[C:20]([C:22]([F:24])([F:23])[F:25])[CH:21]=4)[CH2:10]3)([CH2:50][CH2:51]1)[CH2:48][CH2:49]2)[C:38]1[CH:39]=[CH:40][CH:41]=[CH:42][CH:43]=1 |f:4.5.6|. Reported procedure: A mixture of 1.4 g of the compound obtained in step B of EXAMPLE 21 and 0.6 g of 4-benzylquinuclidine in 3 ml of DMF is heated at 80° C. for 2 hours. After cooling to RT, the reaction mixture is poured into water and extracted with AcOEt, the organic phase is washed with water, with 300 ml of 10% HCl solution and with 300 ml of saturated NaCl solution and dried over MgSO4 and the solvent is evaporated off under vacuum to give 1.35 g of the expected product after crystallization from AcOEt. M.p.=... Reactants: FC=1C=CC=C2CCC(CC12)=O (8-fluoro-2-tetralone), [N+](=O)([O-])C1=C(C=CC=C1)S(=O)(=O)N(CC1=CC=C(C=C1)CN)CC1=NC=CC=C1 (N-(2-nitrobenzenesulfonyl)-N-(2-pyridinylmethyl)-1,4-benzenedimethanamine), [BH-](OC(=O)C)(OC(=O)C)OC(=O)C.[Na+] (NaBH(OAc)3). Run in C(Cl)Cl (CH2Cl2), C(C)(=O)O (acetic acid). Product: [N+](=O)([O-])C1=C(C=CC=C1)S(=O)(=O)N(CC1=CC=C(C=C1)CNC1CC2=C(C=CC=C2CC1)F)CC1=NC=CC=C1 (N-(2-nitrobenzenesulfonyl)-N-(2-pyridinylmethyl)-N′-(8-Fluoro-1,2,3,4-tetrahydro-2-naphthalenyl)-1,4-benzenedimethanamine). Isolated yield 91.9%. As a reaction SMILES: [F:1][C:2]1[CH:3]=[CH:4][CH:5]=[C:6]2[C:11]=1[CH2:10][C:9](=O)[CH2:8][CH2:7]2.[N+:13]([C:16]1[CH:21]=[CH:20][CH:19]=[CH:18][C:17]=1[S:22]([N:25]([CH2:35][C:36]1[CH:41]=[CH:40][CH:39]=[CH:38][N:37]=1)[CH2:26][C:27]1[CH:32]=[CH:31][C:30]([CH2:33][NH2:34])=[CH:29][CH:28]=1)(=[O:24])=[O:23])([O-:15])=[O:14].[BH-](OC(C)=O)(OC(C)=O)OC(C)=O.[Na+]>C(Cl)Cl.C(O)(=O)C>[N+:13]([C:16]1[CH:21]=[CH:20][CH:19]=[CH:18][C:17]=1[S:22]([N:25]([CH2:35][C:36]1[CH:41]=[CH:40][CH:39]=[CH:38][N:37]=1)[CH2:26][C:27]1[CH:32]=[CH:31][C:30]([CH2:33][NH:34][CH:9]2[CH2:8][CH2:7][C:6]3[C:11](=[C:2]([F:1])[CH:3]=[CH:4][CH:5]=3)[CH2:10]2)=[CH:29][CH:28]=1)(=[O:23])=[O:24])([O-:15])=[O:14] |f:2.3|. Procedure: Following General Procedure B: Reaction of 8-fluoro-2-tetralone (159 mg, 0.97 mmol), N-(2-nitrobenzenesulfonyl)-N-(2-pyridinylmethyl)-1,4-benzenedimethanamine (400 mg, 0.97 mmol) and NaBH(OAc)3 (411 mg, 1.9 mmol) in a mixture of CH2Cl2 (10 mL) and acetic acid (0.2 mL) for 18 hours followed by purification of the crude material by column chromatography on silica gel (CHCl3/MeOH/NH4OH 20:2:1) afforded the title compound (500 mg, 92%) as a yellow foam.